Dataset: the Open Reaction Database (ORD), a public repository of structured organic reaction records. Task: describe an organic reaction: reactants, conditions, products, and yield As a reaction SMILES: [Cl:1][C:2]1[CH:22]=[CH:21][C:5]([O:6][C:7]2[CH:20]=[CH:19][C:10]([O:11][CH:12]([CH3:18])[CH:13]=[CH:14][C:15]([OH:17])=[O:16])=[CH:9][CH:8]=2)=[CH:4][CH:3]=1.[CH3:23][NH:24][CH3:25]>>[CH3:23][NH:24][CH3:25].[Cl:1][C:2]1[CH:3]=[CH:4][C:5]([O:6][C:7]2[CH:20]=[CH:19][C:10]([O:11][CH:12]([CH3:18])[CH:13]=[CH:14][C:15]([OH:17])=[O:16])=[CH:9][CH:8]=2)=[CH:21][CH:22]=1 |f:2.3|. Reactants: ClC1=CC=C(OC2=CC=C(OC(C=CC(=O)O)C)C=C2)C=C1 (4-[4-(4-chlorophenoxy)phenoxy]2-pentenoic acid), CNC (dimethylamine). The yield is 92.2%. Product: CNC.ClC1=CC=C(OC2=CC=C(OC(C=CC(=O)O)C)C=C2)C=C1 (4-[4-(4-chlorophenoxy)phenoxy]2-pentenoic acid dimethylamine salt). Reported procedure: In 15 ml of 10% dimethylamine aqueous solution, 7.0 g (0.02 mole) of 4-[4-(4-chlorophenoxy)phenoxy]2-pentenoic acid was dissolved and then, excess of dimethylamine and water was removed by a rotary evaporator to obtain 6.5 g of an orange viscous liquid, (yield: 92.2%). The reactants are C(C1=CC=CC=C1)Br (benzyl bromide), [H-].[Na+] (sodium hydride), C(C=C)O[C@@H]1[C@H]([C@H](OCC2=CC=CC=C2)O[C@@H]([C@@H]1O)COCC=C)O (Benzyl 3,6-di-O-Allyl-β-D-galactopyranoside), CN(C=O)C (dimethylformamide). Run in CO (Methanol). Conditions: time 18 hour. Product: C(C=C)O[C@@H]1[C@H]([C@H](OCC2=CC=CC=C2)O[C@@H]([C@@H]1OCC1=CC=CC=C1)COCC=C)OCC1=CC=CC=C1 (Benzyl 3,6-di-O-Allyl-2,4-di-O-benzyl-β-D-galactopyranoside). Yield: 90.0%. Reaction SMILES: [CH2:1](Br)[C:2]1[CH:7]=[CH:6][CH:5]=[CH:4][CH:3]=1.[H-].[Na+].[CH2:11]([O:14][C@H:15]1[C@@H:28]([OH:29])[C@@H:27]([CH2:30][O:31][CH2:32][CH:33]=[CH2:34])[O:26][C@@H:17]([O:18][CH2:19][C:20]2[CH:25]=[CH:24][CH:23]=[CH:22][CH:21]=2)[C@@H:16]1O)[CH:12]=[CH2:13].CN(C)[CH:38]=[O:39]>CO>[CH2:11]([O:14][C@H:15]1[C@@H:28]([O:29][CH2:1][C:2]2[CH:7]=[CH:6][CH:5]=[CH:4][CH:3]=2)[C@@H:27]([CH2:30][O:31][CH2:32][CH:33]=[CH2:34])[O:26][C@@H:17]([O:18][CH2:19][C:20]2[CH:21]=[CH:22][CH:23]=[CH:24][CH:25]=2)[C@@H:16]1[O:39][CH2:38][C:2]1[CH:7]=[CH:6][CH:5]=[CH:4][CH:3]=1)[CH:12]=[CH2:13] |f:1.2|. Procedure details: Under nitrogen gas atmosphere and ice cooling, benzyl bromide (11.4 ml, 95.5 mmol) was added to a mixture of 60% sodium hydride (3.8 g, 95.5 mmol), Compound 11 (6.7 g, 19.1 mmol) and dimethylformamide (20 ml), and the mixture was stirred for 18 hours. Methanol was added to the reaction mixture under ice cooling and stirred for 1 hour, and the solvent was evaporated under reduced pressure. The residue was diluted with diethyl ether, washed successively with water and saturated brine, and dried ov...